The task is: describe an organic reaction: reactants, conditions, products, and yield. This data is from the Open Reaction Database (ORD), a public repository of structured organic reaction records. Reactants: C#Cc1cccs1, CCOC(=O)C=CI. Product: CCOC(=O)C=CC#Cc1cccs1. RXN SMILES: [C:1](#[CH:2])[c:3]1[s:4][cH:5][cH:6][cH:7]1.[CH2:8]([CH3:9])[O:10][C:11]([CH:12]=[CH:13][I:14])=[O:15]>>[C:1](#[C:2][CH:13]=[CH:12][C:11]([O:10][CH2:8][CH3:9])=[O:15])[c:3]1[s:4][cH:5][cH:6][cH:7]1.